From a dataset of the Open Reaction Database (ORD), a public repository of structured organic reaction records. describe an organic reaction: reactants, conditions, products, and yield The reactants are BrC1=NNC(=C1)N (3-bromo-1H-pyrazol-5-amine), C(C)(=O)C(C(=O)OC)CC(=O)OC (dimethyl 2-acetylsuccinate), O.C1(=CC=C(C=C1)S(=O)(=O)O)C (p-toluenesulfonic acid monohydrate). Solvent: C=1(C(=CC=CC1)C)C (xylene). Product: BrC1=NN2C(N=C(C(=C2O)CC(=O)OC)C)=C1 (Methyl 2-(2-bromo-7-hydroxy-5-methylpyrazolo[1,5-a]pyrimidin-6-yl)acetate). The yield is 54.2%. As a reaction SMILES: [Br:1][C:2]1[CH:6]=[C:5]([NH2:7])[NH:4][N:3]=1.[C:8]([CH:11]([CH2:16][C:17]([O:19][CH3:20])=[O:18])[C:12](OC)=[O:13])(=O)[CH3:9].O.C1(C)C=CC(S(O)(=O)=O)=CC=1>C1(C)C(C)=CC=CC=1>[Br:1][C:2]1[CH:6]=[C:5]2[N:7]=[C:8]([CH3:9])[C:11]([CH2:16][C:17]([O:19][CH3:20])=[O:18])=[C:12]([OH:13])[N:4]2[N:3]=1 |f:2.3|. Reported procedure: To a solution of 3-bromo-1H-pyrazol-5-amine (0.2 g, 1.235 mmol) and dimethyl 2-acetylsuccinate (0.697 g, 3.70 mmol) in xylene (10 mL) was added p-toluenesulfonic acid monohydrate (2 mg, 10.51 mmol). The reaction mixture was heated at reflux under a Dean-Stark trap for 8 h. The solid was filtered and washed with hexanes to afford the title compound (0.201 g, 54.2%). 1H NMR (400 MHz, MeOD) δ ppm 2.37 (3H, s), 3.65 (2H, s), 3.71 (3H, s), 6.20 (1H, s). The reactants are CC1CN(C2(C)CCN(C(=O)OC(C)(C)C)CC2)CCN1C1CCc2ccc(C(F)(F)F)cc21, Cl, C1COCCO1. Yields the product CC1CN(C2(C)CCNCC2)CCN1C1CCc2ccc(C(F)(F)F)cc21. Reaction SMILES: [CH3:1][C:2]1([N:15]2[CH2:16][CH:17]([CH3:34])[N:18]([CH:21]3[CH2:22][CH2:23][c:24]4[cH:25][cH:26][c:27]([C:30]([F:31])([F:32])[F:33])[cH:28][c:29]43)[CH2:19][CH2:20]2)[CH2:3][CH2:4][N:5]([C:8]([O:9][C:10]([CH3:11])([CH3:12])[CH3:13])=[O:14])[CH2:6][CH2:7]1.[ClH:35].[O:36]1[CH2:37][CH2:38][O:39][CH2:40][CH2:41]1>>[CH3:1][C:2]1([N:15]2[CH2:16][CH:17]([CH3:34])[N:18]([CH:21]3[CH2:22][CH2:23][c:24]4[cH:25][cH:26][c:27]([C:30]([F:31])([F:32])[F:33])[cH:28][c:29]43)[CH2:19][CH2:20]2)[CH2:3][CH2:4][NH:5][CH2:6][CH2:7]1. The reactants are CC(C)(C)C(=O)Cl, O, O=C(c1ccccc1)c1ccc(O)cc1, c1ccncc1. Product: CC(C)(C)C(=O)Oc1ccc(C(=O)c2ccccc2)cc1. As a reaction SMILES: [CH3:16][C:17]([C:18](=[O:19])[Cl:20])([CH3:21])[CH3:22].[OH2:23].[OH:1][c:2]1[cH:3][cH:4][c:5]([C:6](=[O:7])[c:8]2[cH:9][cH:10][cH:11][cH:12][cH:13]2)[cH:14][cH:15]1.[cH:24]1[cH:25][cH:26][n:27][cH:28][cH:29]1>>[O:1]([c:2]1[cH:3][cH:4][c:5]([C:6](=[O:7])[c:8]2[cH:9][cH:10][cH:11][cH:12][cH:13]2)[cH:14][cH:15]1)[C:18]([C:17]([CH3:16])([CH3:21])[CH3:22])=[O:19]. The reactants are COc1cc2ncnc(NC(=O)Nc3ccccc3[N+](=O)[O-])c2cc1OC, [H][H], CN(C)C=O. Product: COc1cc2ncnc(NC(=O)Nc3ccccc3N)c2cc1OC. RXN SMILES: [CH3:1][O:2][c:3]1[cH:4][c:5]2[c:6]([NH:15][C:16](=[O:17])[NH:18][c:19]3[c:20]([N+:25]([O-:26])=[O:27])[cH:21][cH:22][cH:23][cH:24]3)[n:7][cH:8][n:9][c:10]2[cH:11][c:12]1[O:13][CH3:14].[H:28][H:29].[O:30]=[CH:31][N:32]([CH3:33])[CH3:34]>>[CH3:1][O:2][c:3]1[cH:4][c:5]2[c:6]([NH:15][C:16](=[O:17])[NH:18][c:19]3[c:20]([NH2:25])[cH:21][cH:22][cH:23][cH:24]3)[n:7][cH:8][n:9][c:10]2[cH:11][c:12]1[O:13][CH3:14]. Starting materials: N#Cc1cc(F)cc(Br)c1, C[Si](C)(C)[N-][Si](C)(C)C, [Na+], OCC1CC1. Product: N#Cc1cc(Br)cc(OCC2CC2)c1. As a reaction SMILES: [Br:1][c:2]1[cH:3][c:4]([C:5]#[N:6])[cH:7][c:8]([F:10])[cH:9]1.[CH3:16][Si:17]([N-:18][Si:19]([CH3:20])([CH3:21])[CH3:22])([CH3:23])[CH3:24].[Na+:25].[OH:11][CH2:12][CH:13]1[CH2:14][CH2:15]1>>[Br:1][c:2]1[cH:3][c:4]([C:5]#[N:6])[cH:7][c:8]([O:11][CH2:12][CH:13]2[CH2:14][CH2:15]2)[cH:9]1.